Dataset: the Open Reaction Database (ORD), a public repository of structured organic reaction records. Task: describe an organic reaction: reactants, conditions, products, and yield Reactants: [H-].[H-].[H-].[H-].[Li+].[Al+3] (LAH), S1C(=NC2=C1C=CC=C2)OC=2C=C1C=C(NC1=CC2)C(=O)N2CCCCC2 ([5-(benzothiazol-2-yloxy)-1H-indol-2-yl]-piperidin-1-yl-methanone), O (H2O). Run in C1CCOC1 (THF). Run at temperature -78 celsius, time 1 hour. The product is N1(CCCCC1)CC=1NC2=CC=C(C=C2C1)OC=1SC2=C(N1)C=CC=C2 (2-(2-Piperidin-1-ylmethyl-1H-indol-5-yloxy)-benzothiazole). The yield is 53.6%. RXN SMILES: [S:1]1[C:5]2[CH:6]=[CH:7][CH:8]=[CH:9][C:4]=2[N:3]=[C:2]1[O:10][C:11]1[CH:12]=[C:13]2[C:17](=[CH:18][CH:19]=1)[NH:16][C:15]([C:20]([N:22]1[CH2:27][CH2:26][CH2:25][CH2:24][CH2:23]1)=O)=[CH:14]2.[H-].[H-].[H-].[H-].[Li+].[Al+3].O>C1COCC1>[N:22]1([CH2:20][C:15]2[NH:16][C:17]3[C:13]([CH:14]=2)=[CH:12][C:11]([O:10][C:2]2[S:1][C:5]4[CH:6]=[CH:7][CH:8]=[CH:9][C:4]=4[N:3]=2)=[CH:19][CH:18]=3)[CH2:27][CH2:26][CH2:25][CH2:24][CH2:23]1 |f:1.2.3.4.5.6|. Procedure: To a cooled (−78° C.) solution of [5-(benzothiazol-2-yloxy)-1H-indol-2-yl]-piperidin-1-yl-methanone (150 mg, 0.40 mmol) in THF (5 mL) was added LAH (2 M in THF, 0.2 mL, 18 mg, 0.40 mmol) and the reaction mixture was stirred (−78° C., 1 h) and allowed to warm (rt, 1 h). The reaction mixture was cooled (0° C.) and treated with H2O (5 mL). The organic layer was separated and the aqueous layer was extracted with EtOAc (3×15 mL). The organic layer was dried, filtered and concentrated in vacuo. The re... Yields the product CC1=NC=C(C(=N1)C=1C=NN(C1C(=O)NC1=CC=2N(C=C1F)N=C(N2)C2=CC=CC=C2)C)C (4-(2,5-dimethylpyrimidin-4-yl)-N-(6-fluoro-2-phenyl-[1,2,4]triazolo[1,5-a]pyridin-7-yl)-1-methyl-1H-pyrazole-5-carboxamide). Run in O (water). Reaction SMILES: CN1CCCC1=O.[CH3:8][C:9]1[N:14]=[C:13]([C:15]2[CH:16]=[N:17][N:18]([CH3:23])[C:19]=2[C:20]([OH:22])=O)[C:12]([CH3:24])=[CH:11][N:10]=1.Cl.[F:26][C:27]1[C:28]([NH2:42])=[CH:29][C:30]2[N:31]([N:33]=[C:34]([C:36]3[CH:41]=[CH:40][CH:39]=[CH:38][CH:37]=3)[N:35]=2)[CH:32]=1.C(N(C(C)C)CC)(C)C>O>[CH3:8][C:9]1[N:14]=[C:13]([C:15]2[CH:16]=[N:17][N:18]([CH3:23])[C:19]=2[C:20]([NH:42][C:28]2[C:27]([F:26])=[CH:32][N:31]3[N:33]=[C:34]([C:36]4[CH:41]=[CH:40][CH:39]=[CH:38][CH:37]=4)[N:35]=[C:30]3[CH:29]=2)=[O:22])[C:12]([CH3:24])=[CH:11][N:10]=1 |f:2.3|. The reactants are CN1C(CCC1)=O (N-methylpyrrolidone), CC1=NC=C(C(=N1)C=1C=NN(C1C(=O)O)C)C (4-(2,5-dimethylpyrimidin-4-yl)-1-methyl-1H-pyrazole-5-carboxylic acid), Cl.FC=1C(=CC=2N(C1)N=C(N2)C2=CC=CC=C2)N (6-fluoro-2-phenyl-[1,2,4]triazolo[1,5-a]pyridin-7-amine hydrochloride), 2-(1H-7-azabenzotriazol-1-yl)-1,1,3,3-tetramethyluroniumhexafluorophosphate methanaminium, C(C)(C)N(CC)C(C)C (diisopropylethylamine). Reported procedure: An N-methylpyrrolidone (7.7 ml) solution of the 4-(2,5-dimethylpyrimidin-4-yl)-1-methyl-1H-pyrazole-5-carboxylic acid (715 mg) obtained in (Example 3.22) <Step 2>, 6-fluoro-2-phenyl-[1,2,4]triazolo[1,5-a]pyridin-7-amine hydrochloride (obtained according to the method described in International Publication No. WO2012/076430, p. 80, Example 30-h) (815 mg), 2-(1H-7-azabenzotriazol-1-yl)-1,1,3,3-tetramethyluroniumhexafluorophosphate methanaminium (2.34 g), and diisopropylethylamine (2.69 ml) was sti... Yields the product CC(C)CC(CO)Nc1nc2ccc(Oc3ccnc(-c4cnn(C)c4)c3)cc2s1. Reactants: O=C([O-])[O-], Cn1cc(B2OC(C)(C)C(C)(C)O2)cn1, COCCOC, CC(C)CC(CO)Nc1nc2ccc(Oc3ccnc(Cl)c3)cc2s1, [Na+], [Na+]. As a reaction SMILES: [C:41](=[O:42])([O-:43])[O-:44].[CH3:26][n:27]1[n:28][cH:29][c:30]([B:32]2[O:33][C:34]([CH3:35])([CH3:36])[C:37]([CH3:38])([CH3:39])[O:40]2)[cH:31]1.[CH3:47][O:48][CH2:49][CH2:50][O:51][CH3:52].[Cl:1][c:2]1[n:3][cH:4][cH:5][c:6]([O:8][c:9]2[cH:10][c:11]3[c:12]([n:13][c:14]([NH:16][CH:17]([CH2:18][OH:19])[CH2:20][CH:21]([CH3:22])[CH3:23])[s:15]3)[cH:24][cH:25]2)[cH:7]1.[Na+:45].[Na+:46]>>[c:2]1(-[c:30]2[cH:29][n:28][n:27]([CH3:26])[cH:31]2)[n:3][cH:4][cH:5][c:6]([O:8][c:9]2[cH:10][c:11]3[c:12]([n:13][c:14]([NH:16][CH:17]([CH2:18][OH:19])[CH2:20][CH:21]([CH3:22])[CH3:23])[s:15]3)[cH:24][cH:25]2)[cH:7]1. The reactants are N1C(=NC=C1)CN1C2=C(OCC1=O)N=C(C(=C2)C2=CC=CC=C2)C2=CC=C(C=C2)C2(CCC2)N (1-((1H-imidazol-2-yl)methyl)-6-(4-(1-aminocyclobutyl)phenyl)-7-phenyl-1H-pyrido[2,3-b][1,4]oxazin-2(3H)-one), C(C)(C)(C)OC(NC1(CCC1)C1=CC=C(C=C1)C=1C(=CC2=C(OCC=3N2C(N(N3)C)=O)N1)C1=CC=CC=C1)=O (tert-butyl(1-(4-(2-methyl-1-oxo-8-phenyl-2,4-dihydro-1H-pyrido[2,3-b][1,2,4]triazolo[4,3-d][1,4]oxazin-7-yl)phenyl)cyclobutyl)carbamate). The product is NC1(CCC1)C1=CC=C(C=C1)C=1C(=CC2=C(OCC=3N2C(N(N3)C)=O)N1)C1=CC=CC=C1 (7-(4-(1-aminocyclobutyl)phenyl)-2-methyl-8-phenyl-2,4-dihydro-1H-pyrido[2,3-b][1,2,4]triazolo[4,3-d][1,4]oxazin-1-one). The yield is 84.6%. As a reaction SMILES: N1C=CN=C1CN1C(=O)COC2N=C(C3C=CC(C4(N)CCC4)=CC=3)C(C3C=CC=CC=3)=CC1=2.C(OC(=O)[NH:41][C:42]1([C:46]2[CH:51]=[CH:50][C:49]([C:52]3[C:53]([C:67]4[CH:72]=[CH:71][CH:70]=[CH:69][CH:68]=4)=[CH:54][C:55]4[N:60]5[C:61](=[O:65])[N:62]([CH3:64])[N:63]=[C:59]5[CH2:58][O:57][C:56]=4[N:66]=3)=[CH:48][CH:47]=2)[CH2:45][CH2:44][CH2:43]1)(C)(C)C>>[NH2:41][C:42]1([C:46]2[CH:51]=[CH:50][C:49]([C:52]3[C:53]([C:67]4[CH:68]=[CH:69][CH:70]=[CH:71][CH:72]=4)=[CH:54][C:55]4[N:60]5[C:61](=[O:65])[N:62]([CH3:64])[N:63]=[C:59]5[CH2:58][O:57][C:56]=4[N:66]=3)=[CH:48][CH:47]=2)[CH2:43][CH2:44][CH2:45]1. Reported procedure: Following the procedure for 1-((1H-imidazol-2-yl)methyl)-6-(4-(1-aminocyclobutyl)phenyl)-7-phenyl-1H-pyrido[2,3-b][1,4]oxazin-2(3H)-one, tert-butyl(1-(4-(2-methyl-1-oxo-8-phenyl-2,4-dihydro-1H-pyrido[2,3-b][1,2,4]triazolo[4,3-d][1,4]oxazin-7-yl)phenyl)cyclobutyl)carbamate (26 mg, 0.05 mmol) was reacted to afford the title compound (18 mg, 56%). LCMS (method D): RT=0.764 min, M-NH2=409. 1H NMR (500 MHz, MeOD): 8.56 (1H, s), 7.45 (2H, d), 7.41 (2H, d), 7.33-7.31 (3H, m), 7.24-7.23 (2H, m), 5.43 (2... Reactants: [Al+3], CCCCCCCN(CC)C(C)CC(=O)NCCc1ccccc1, [H-], [H-], [H-], [H-], [Li+], [Na+], C1CCOC1, [OH-], O. RXN SMILES: [Al+3:26].[CH2:1]([CH3:2])[N:3]([CH:4]([CH2:5][C:6](=[O:7])[NH:8][CH2:9][CH2:10][c:11]1[cH:12][cH:13][cH:14][cH:15][cH:16]1)[CH3:17])[CH2:18][CH2:19][CH2:20][CH2:21][CH2:22][CH2:23][CH3:24].[H-:25].[H-:28].[H-:29].[H-:30].[Li+:27].[Na+:33].[O:34]1[CH2:35][CH2:36][CH2:37][CH2:38]1.[OH-:32].[OH2:31]>>[CH2:1]([CH3:2])[N:3]([CH:4]([CH2:5][CH2:6][NH:8][CH2:9][CH2:10][c:11]1[cH:12][cH:13][cH:14][cH:15][cH:16]1)[CH3:17])[CH2:18][CH2:19][CH2:20][CH2:21][CH2:22][CH2:23][CH3:24]. Product: CCCCCCCN(CC)C(C)CCNCCc1ccccc1. Reactants: C(C)(C)(C)OC(=O)NCCN(CC(=O)OCC)C(=O)OCC[Si](C)(C)C (ethyl 2-((2-((tert-butoxycarbonyl)amino)ethyl)((2-(trimethylsilyl)ethoxy)carbonyl)amino)acetate), C(C)(C)(C)OC(=O)NCCN(CC(=O)OCC)C(=O)OCC[Si](C)(C)C (ethyl 2-((2-((tert-butoxycarbonyl)amino)ethyl)((2-(trimethylsilyl)ethoxy)carbonyl)amino)acetate), C1(=CC=C(C=C1)S(=O)(=O)O)C (para-toluene sulphonic acid). Solvent: CCOCC (Et2O), CCO (EtOH). Run at time 1 hour. Yields the product C1(=CC=C(C=C1)S(=O)(=O)O)C.NCCN(CC(=O)OCC)C(=O)OCC[Si](C)(C)C (ethyl 2-((2-aminoethyl)((2-(trimethylsilyl)ethoxy)carbonyl)amino)acetate para-toluene sulphonate). Reaction SMILES: C(OC([NH:8][CH2:9][CH2:10][N:11]([C:18]([O:20][CH2:21][CH2:22][Si:23]([CH3:26])([CH3:25])[CH3:24])=[O:19])[CH2:12][C:13]([O:15][CH2:16][CH3:17])=[O:14])=O)(C)(C)C.[C:27]1([CH3:37])[CH:32]=[CH:31][C:30]([S:33]([OH:36])(=[O:35])=[O:34])=[CH:29][CH:28]=1>CCOCC.CCO>[C:27]1([CH3:37])[CH:28]=[CH:29][C:30]([S:33]([OH:36])(=[O:34])=[O:35])=[CH:31][CH:32]=1.[NH2:8][CH2:9][CH2:10][N:11]([C:18]([O:20][CH2:21][CH2:22][Si:23]([CH3:24])([CH3:26])[CH3:25])=[O:19])[CH2:12][C:13]([O:15][CH2:16][CH3:17])=[O:14] |f:4.5|. Procedure: A solution of ethyl 2-((2-((tert-butoxycarbonyl)amino)ethyl)((2-(trimethylsilyl)ethoxy)carbonyl)amino)acetate (intermediate 125, 7.70 g, 19.72 mmol) in Et2O (50 ml) was added to a solution of para-toluene sulphonic acid (3.94 g, 20.70 mmol) in EtOH (50 ml) at room temperature. The rotated solution was then evaporated under a reduced pressure of 270 mbar at room temperature for 40 minutes and then for 1 h at 55° C. To the residue was added EtOH (50 ml), which was again removed by evaporation to g...